From a dataset of the Open Reaction Database (ORD), a public repository of structured organic reaction records. describe an organic reaction: reactants, conditions, products, and yield The reactants are C(=O)(O)CSC=1C(=CC(=C(C1)N1C(C=2CCCCC2C1=O)=O)F)Cl (2-(5-carboxymethylthio-4-chloro -2-fluorophenyl)-4,5,6,7-tetrahydro-2H-isoindole-1,3-dione), N,N'-carbonyldiimidazole, resultant mixture, C(C)N(O)CC (N,N-diethylhydroxylamine), resultant mixture, resultant mixture. The solvent is O1CCCC1 (tetrahydrofuran). Product: C(C)N(CC)OC(=O)CSC=1C(=CC(=C(C1)N1C(C=2CCCCC2C1=O)=O)F)Cl (2-[5-(N,N-diethylaminooxycarbonylmethylthio)-4-chloro-2-fluorophenyl]-4,5,6,7-tetrahydro-2H-isoindole-1,3-dione). Yield: 72.5%. As a reaction SMILES: [C:1]([CH2:4][S:5][C:6]1[C:7]([Cl:24])=[CH:8][C:9]([F:23])=[C:10]([N:12]2[C:20](=[O:21])[C:19]3[CH2:18][CH2:17][CH2:16][CH2:15][C:14]=3[C:13]2=[O:22])[CH:11]=1)([OH:3])=[O:2].[CH2:25]([N:27]([CH2:29][CH3:30])O)[CH3:26]>O1CCCC1>[CH2:25]([N:27]([O:2][C:1]([CH2:4][S:5][C:6]1[C:7]([Cl:24])=[CH:8][C:9]([F:23])=[C:10]([N:12]2[C:20](=[O:21])[C:19]3[CH2:18][CH2:17][CH2:16][CH2:15][C:14]=3[C:13]2=[O:22])[CH:11]=1)=[O:3])[CH2:29][CH3:30])[CH3:26]. Reported procedure: In 20 ml of tetrahydrofuran, 1.85 g of 2-(5-carboxymethylthio-4-chloro -2-fluorophenyl)-4,5,6,7-tetrahydro-2H-isoindole-1,3-dione was dissolved, to which 0.97 g of N,N'-carbonyldiimidazole was added and the resultant mixture was stirred for 30 minutes at room temperature. To the resultant mixture, 0.53 g of N,N-diethylhydroxylamine was added, and the resultant mixture was stirred for 2 hours at room temperature. After completion of the reaction, the reaction mixture was poured into a saturated s... Starting materials: BrCC1=CC=C(C(=C1C(=O)OC(C)(C)C)COC)OC (tert-butyl 6-(bromomethyl)-3-methoxy-2-(methoxymethyl)benzoate), OC1=CC=C(C=C1)C1=CC=C(C=C1)CC(=O)OC (methyl (4′-hydroxy-1,1′-biphenyl-4-yl)acetate). The product is COC=1C(=C(C(=O)OC(C)(C)C)C(=CC1)COC1=CC=C(C=C1)C1=CC=C(C=C1)CC(=O)OC)OCOC (tert-butyl 3-methoxy-2-(methoxymethoxy)-6-[({4′-[(methoxycarbonyl)methyl]-1,1′-biphenyl-4-yl}oxy)methyl]benzoate). The yield is 25.0%. Reaction SMILES: Br[CH2:2][C:3]1[C:8]([C:9]([O:11][C:12]([CH3:15])([CH3:14])[CH3:13])=[O:10])=[C:7](COC)[C:6]([O:19][CH3:20])=[CH:5][CH:4]=1.[OH:21][C:22]1[CH:27]=[CH:26][C:25]([C:28]2[CH:33]=[CH:32][C:31]([CH2:34][C:35]([O:37][CH3:38])=[O:36])=[CH:30][CH:29]=2)=[CH:24][CH:23]=1>>[CH3:20][O:19][C:6]1[C:7]([O:10][CH2:9][O:11][CH3:12])=[C:8]([C:3]([CH2:2][O:21][C:22]2[CH:23]=[CH:24][C:25]([C:28]3[CH:33]=[CH:32][C:31]([CH2:34][C:35]([O:37][CH3:38])=[O:36])=[CH:30][CH:29]=3)=[CH:26][CH:27]=2)=[CH:4][CH:5]=1)[C:9]([O:11][C:12]([CH3:13])([CH3:14])[CH3:15])=[O:10]. Reported procedure: According to a method similar to Example (40-2), from tert-butyl 6-(bromomethyl)-3-methoxy-2-(methoxymethyl)benzoate (1.20 g, 2.33 mmol) and methyl (4′-hydroxy-1,1′-biphenyl-4-yl)acetate (619 mg, 2.56 mmol) obtained in Example (6-2), tert-butyl 3-methoxy-2-(methoxymethoxy)-6-[({4′-[(methoxycarbonyl)methyl]-1,1′-biphenyl-4-yl}oxy)methyl]benzoate was obtained (306 mg, yield: 25%). Reactants: FC1=CC=C(CN2C(CNCC2)=O)C=C1 (1-(4-fluorobenzyl)piperazin-2-one), C(#N)CC(=O)O (cyanoacetic acid), C(CCl)Cl (EDC), C=1C=CC2=C(C1)N=NN2O (HOBt). The solvent is CN(C)C=O (DMF), C(C)(C)N(C(C)C)CC (N,N-diisopropylethylamine). Run at time 8 hour. The product is FC1=CC=C(CN2C(CN(CC2)C(CC#N)=O)=O)C=C1 (3-[4-(4-Fluorobenzyl)-3-oxopiperazin-1-yl]-3-oxopropanenitrile). Reaction SMILES: [F:1][C:2]1[CH:15]=[CH:14][C:5]([CH2:6][N:7]2[CH2:12][CH2:11][NH:10][CH2:9][C:8]2=[O:13])=[CH:4][CH:3]=1.[C:16]([CH2:18][C:19](O)=[O:20])#[N:17].C(Cl)CCl.C1C=CC2N(O)N=NC=2C=1>CN(C=O)C.C(N(CC)C(C)C)(C)C>[F:1][C:2]1[CH:15]=[CH:14][C:5]([CH2:6][N:7]2[CH2:12][CH2:11][N:10]([C:19](=[O:20])[CH2:18][C:16]#[N:17])[CH2:9][C:8]2=[O:13])=[CH:4][CH:3]=1. Procedure: To a solution of 1-(4-fluorobenzyl)piperazin-2-one (1.99 g, 9.6 mmol), cyanoacetic acid (0.82 g, 9.6 mmol), EDC (2.02 g, 10.5 mmol), and HOBt (0.15 g, 0.96 mmol) in anhydrous DMF (40 mL), N,N-diisopropylethylamine was added until the solution is about pH 6. The reaction mixture was stirred at room temperature overnight and concentrated under vacuum. The residue was partitioned between chloroform and water. The organic extract was washed with brine, dried over anhydrous magnesium sulfate, filtere... Starting materials: CC(C)C(NC(=O)c1ccccc1)C(=O)N(CC(=O)NC(C=O)CC(=O)O)Cc1ccccc1, NC1Cc2ccccc2C1, NN1Cc2ccccc2C1. Product: CC(C)C(NC(=O)c1ccccc1)C(=O)N(CC(=O)NC(C=O)CC(=O)O)N1Cc2ccccc2C1. As a reaction SMILES: [C:1]([c:2]1[cH:3][cH:4][cH:5][cH:6][cH:7]1)(=[O:8])[NH:9][CH:10]([C:11](=[O:12])[N:13]([CH2:14][C:15](=[O:16])[NH:17][CH:18]([CH2:19][C:20](=[O:21])[OH:22])[CH:23]=[O:24])[CH2:25][c:26]1[cH:27][cH:28][cH:29][cH:30][cH:31]1)[CH:32]([CH3:33])[CH3:34].[NH2:35][CH:36]1[CH2:37][c:38]2[c:39]([cH:40][cH:41][cH:42][cH:43]2)[CH2:44]1.[NH2:45][N:46]1[CH2:47][c:48]2[cH:49][cH:50][cH:51][cH:52][c:53]2[CH2:54]1>>[C:1]([c:2]1[cH:3][cH:4][cH:5][cH:6][cH:7]1)(=[O:8])[NH:9][CH:10]([C:11](=[O:12])[N:13]([CH2:14][C:15](=[O:16])[NH:17][CH:18]([CH2:19][C:20](=[O:21])[OH:22])[CH:23]=[O:24])[N:46]1[CH2:47][c:48]2[cH:49][cH:50][cH:51][cH:52][c:53]2[CH2:54]1)[CH:32]([CH3:33])[CH3:34].